Dataset: the Open Reaction Database (ORD), a public repository of structured organic reaction records. Task: describe an organic reaction: reactants, conditions, products, and yield Reactants: C1CC2(CCN1)CC2, COC(=O)C(CC(F)(F)Cc1ccccc1)N=C=O, O=C(O)C(F)(F)F. Yields the product COC(=O)C(CC(F)(F)Cc1ccccc1)NC(=O)N1CCC2(CC1)CC2. Reaction SMILES: [CH2:27]1[CH2:28][C:29]12[CH2:30][CH2:31][NH:32][CH2:33][CH2:34]2.[F:1][C:2]([CH2:3][CH:4]([C:5](=[O:6])[O:7][CH3:8])[N:9]=[C:10]=[O:11])([CH2:12][c:13]1[cH:14][cH:15][cH:16][cH:17][cH:18]1)[F:19].[F:20][C:21]([F:22])([F:23])[C:24]([OH:25])=[O:26]>>[F:1][C:2]([CH2:3][CH:4]([C:5](=[O:6])[O:7][CH3:8])[NH:9][C:10](=[O:11])[N:32]1[CH2:31][CH2:30][C:29]2([CH2:27][CH2:28]2)[CH2:34][CH2:33]1)([CH2:12][c:13]1[cH:14][cH:15][cH:16][cH:17][cH:18]1)[F:19].